This data is from the Open Reaction Database (ORD), a public repository of structured organic reaction records. The task is: describe an organic reaction: reactants, conditions, products, and yield Reactants: [Cl-].[Li+] (lithium chloride), cupric chloride, solution, Cl (hydrochloric acid), C(=C)[Mg]Cl (vinyl magnesium chloride), ice, IC[C@@H]1CCC(N1CC1=CC=CC=C1)=O ((S)-5-iodomethyl-1-(phenylmethyl)-2-pyrrolidinone), Li2CuCl4, solution, C(=C)[Mg]Cl (vinyl magnesium chloride). The solvent is O1CCCC1 (tetrahydrofuran), O1CCCC1 (tetrahydrofuran), O1CCCC1 (tetrahydrofuran). Reaction conditions: temperature -78 celsius, time 1 hour. Product: C1(=CC=CC=C1)CN1C(CC[C@H]1CC=C)=O ((S)-1-(phenylmethyl)-5-(2-propenyl)-2-pyrrolidinone). Reaction SMILES: I[CH2:2][C@H:3]1[N:7]([CH2:8][C:9]2[CH:14]=[CH:13][CH:12]=[CH:11][CH:10]=2)[C:6](=[O:15])[CH2:5][CH2:4]1.[Cl-].[Li+].[CH:18]([Mg]Cl)=[CH2:19].Cl>O1CCCC1>[C:9]1([CH2:8][N:7]2[C@H:3]([CH2:2][CH:18]=[CH2:19])[CH2:4][CH2:5][C:6]2=[O:15])[CH:14]=[CH:13][CH:12]=[CH:11][CH:10]=1 |f:1.2|. Procedure: To a solution of (S)-5-iodomethyl-1-(phenylmethyl)-2-pyrrolidinone (31.5 g, 0.1 mol) in 250 mL of anhydrous tetrahydrofuran was added a solution of Li2CuCl4 (7.5 mL of a 0.1M solution in tetrahydrofuran; prepared from anhydrous lithium chloride (85 mg) and anhydrous cupric chloride (134.5 mg) in 10 mL of tetrahydrofuran). The solution was cooled to -78° C. and vinyl magnesium chloride (200 mL of 1M solution in tetrahydrofuran) was added over a 25 min period. After stirring for 1 h at -78° C., a ... The reactants are [Cl-], Fc1cccc(C[Mg+])c1, COC(=O)c1cc2c([nH]1)CCC2=O. Yields the product COC(=O)c1cc2c([nH]1)CCC2Cc1cccc(F)c1. As a reaction SMILES: [Cl-:14].[F:15][c:16]1[cH:17][c:18]([CH2:19][Mg+:20])[cH:21][cH:22][cH:23]1.[O:1]=[C:2]1[CH2:3][CH2:4][c:5]2[nH:6][c:7]([C:10](=[O:11])[O:12][CH3:13])[cH:8][c:9]21>>[CH:2]1([CH2:19][c:18]2[cH:17][c:16]([F:15])[cH:23][cH:22][cH:21]2)[CH2:3][CH2:4][c:5]2[nH:6][c:7]([C:10](=[O:11])[O:12][CH3:13])[cH:8][c:9]21.